This data is from the Open Reaction Database (ORD), a public repository of structured organic reaction records. The task is: describe an organic reaction: reactants, conditions, products, and yield Reactants: N#Cc1ccc(N)cn1, O=C(Cl)C1(c2ccc3c(c2)OCO3)CC1, c1ccncc1. The product is N#Cc1ccc(NC(=O)C2(c3ccc4c(c3)OCO4)CC2)cn1. RXN SMILES: [NH2:16][c:17]1[cH:18][cH:19][c:20]([C:23]#[N:24])[n:21][cH:22]1.[O:1]1[CH2:2][O:3][c:4]2[c:5]1[cH:6][cH:7][c:8]([C:10]1([C:13](=[O:14])[Cl:15])[CH2:11][CH2:12]1)[cH:9]2.[cH:25]1[cH:26][cH:27][n:28][cH:29][cH:30]1>>[O:1]1[CH2:2][O:3][c:4]2[c:5]1[cH:6][cH:7][c:8]([C:10]1([C:13](=[O:14])[NH:16][c:17]3[cH:18][cH:19][c:20]([C:23]#[N:24])[n:21][cH:22]3)[CH2:11][CH2:12]1)[cH:9]2.